Dataset: the Open Reaction Database (ORD), a public repository of structured organic reaction records. Task: describe an organic reaction: reactants, conditions, products, and yield Starting materials: FC(C1=CC(=NC=2N1N=CC2C#C)C2=CC(=CC=C2)OCC)F (7-difluoromethyl-5-(3-ethoxy-phenyl)-3-ethynyl-pyrazolo[1,5-a]pyrimidine), NC1=NC=C(C=C1)Br (2-amino-5-bromopyridine). The product is FC(C1=CC(=NC=2N1N=CC2C#CC=2C=CC(=NC2)N)C2=CC(=CC=C2)OCC)F (5-[7-Difluoromethyl-5-(3-ethoxy-phenyl)-pyrazolo[1,5-a]pyrimidin-3-ylethynyl]-pyridin-2-ylamine), solid. The yield is 12.0%. As a reaction SMILES: [F:1][CH:2]([F:23])[C:3]1[N:8]2[N:9]=[CH:10][C:11]([C:12]#[CH:13])=[C:7]2[N:6]=[C:5]([C:14]2[CH:19]=[CH:18][CH:17]=[C:16]([O:20][CH2:21][CH3:22])[CH:15]=2)[CH:4]=1.[NH2:24][C:25]1[CH:30]=[CH:29][C:28](Br)=[CH:27][N:26]=1>>[F:23][CH:2]([F:1])[C:3]1[N:8]2[N:9]=[CH:10][C:11]([C:12]#[C:13][C:28]3[CH:29]=[CH:30][C:25]([NH2:24])=[N:26][CH:27]=3)=[C:7]2[N:6]=[C:5]([C:14]2[CH:19]=[CH:18][CH:17]=[C:16]([O:20][CH2:21][CH3:22])[CH:15]=2)[CH:4]=1. Reported procedure: The title compound was prepared from 7-difluoromethyl-5-(3-ethoxy-phenyl)-3-ethynyl-pyrazolo[1,5-a]pyrimidine (example C.19) (627 g, 2.0 mmol) and commercially available 2-amino-5-bromopyridine (450 mg, 2.6 mmol) according to general procedure II. Obtained as a yellow solid (93 mg, 12%). MS (ISP) 406.2 [(M+H)+]; mp 162° C. Starting materials: N[C@@H](C)C(=O)N1[C@H](C(=O)O)C[C@@H](C1)SC1=CC=CC=C1 (1-(L-alanyl)-4-(S)-(phenylthio)-L-proline), C(#N)[BH3-].[Na+] (sodium cyanoborohydride), O=C(C(=O)OCC1=CC=CC=C1)CCC1=CC=CC=C1 (benzyl 2-oxo-4-phenylbutyrate), 4A. The solvent is C(C)O (ethanol). Yields the product C(C1=CC=CC=C1)OC(=O)C(CCC1=CC=CC=C1)N[C@@H](C)C(=O)N1[C@H](C(=O)O)C[C@@H](C1)SC1=CC=CC=C1 (1-[N-(1-benzyloxycarbonyl-3-phenylpropyl)-L-alanyl]-4-(S)-(phenylthio)-L-proline). RXN SMILES: [NH2:1][C@H:2]([C:4]([N:6]1[CH2:13][C@@H:12]([S:14][C:15]2[CH:20]=[CH:19][CH:18]=[CH:17][CH:16]=2)[CH2:11][C@H:7]1[C:8]([OH:10])=[O:9])=[O:5])[CH3:3].O=[C:22]([CH2:33][CH2:34][C:35]1[CH:40]=[CH:39][CH:38]=[CH:37][CH:36]=1)[C:23]([O:25][CH2:26][C:27]1[CH:32]=[CH:31][CH:30]=[CH:29][CH:28]=1)=[O:24].C([BH3-])#N.[Na+]>C(O)C>[CH2:26]([O:25][C:23]([CH:22]([NH:1][C@H:2]([C:4]([N:6]1[CH2:13][C@@H:12]([S:14][C:15]2[CH:20]=[CH:19][CH:18]=[CH:17][CH:16]=2)[CH2:11][C@H:7]1[C:8]([OH:10])=[O:9])=[O:5])[CH3:3])[CH2:33][CH2:34][C:35]1[CH:40]=[CH:39][CH:38]=[CH:37][CH:36]=1)=[O:24])[C:27]1[CH:28]=[CH:29][CH:30]=[CH:31][CH:32]=1 |f:2.3|. Reported procedure: A solution of 200 mg. of 1-(L-alanyl)-4-(S)-(phenylthio)-L-proline and 1.1 grams of benzyl 2-oxo-4-phenylbutyrate in 8 ml. of ethanol is stored at room temperature with 3 grams of powdered molecular sieves (type 4A). Over the course of three hours, 75 mg. of sodium cyanoborohydride is added. The reaction mixture is filtered and concentrated under reduced pressure. The residue is purified by absorption on a strong cation exchange resin and elution with 2% pyridine in water. After passage through ... As a reaction SMILES: [CH3:1][O:2][C:3](=[O:4])[CH:5]1[CH2:6][N:7]([C:28]([N:29]2[CH2:30][CH2:31][CH2:32][CH2:33][CH2:34]2)=[N:35][C:36]#[N:37])[CH2:8][CH2:9][CH:10]1[C:11](=[O:12])[N:13]1[CH2:14][CH2:15][N:16]([c:19]2[c:20]([CH3:27])[cH:21][c:22]([C:25]#[N:26])[cH:23][cH:24]2)[CH2:17][CH2:18]1.[CH3:40][OH:41].[NH2:38][OH:39]>>[O:2]=[C:3]([CH:5]1[CH2:6][N:7]([C:28]([N:29]2[CH2:30][CH2:31][CH2:32][CH2:33][CH2:34]2)=[N:35][C:36]#[N:37])[CH2:8][CH2:9][CH:10]1[C:11](=[O:12])[N:13]1[CH2:14][CH2:15][N:16]([c:19]2[c:20]([CH3:27])[cH:21][c:22]([C:25]#[N:26])[cH:23][cH:24]2)[CH2:17][CH2:18]1)[NH:38][OH:39]. The reactants are COC(=O)C1CN(C(=NC#N)N2CCCCC2)CCC1C(=O)N1CCN(c2ccc(C#N)cc2C)CC1, CO, NO. Product: Cc1cc(C#N)ccc1N1CCN(C(=O)C2CCN(C(=NC#N)N3CCCCC3)CC2C(=O)NO)CC1. The reactants are COC(=O)C(Cc1ccc(OC)c(CO)c1)C(=O)OC, Cc1ccc(N=C=O)cc1. RXN SMILES: [OH:1][CH2:2][c:3]1[cH:4][c:5]([CH2:6][CH:7]([C:8](=[O:9])[O:10][CH3:11])[C:12](=[O:13])[O:14][CH3:15])[cH:16][cH:17][c:18]1[O:19][CH3:20].[c:21]1([CH3:30])[cH:22][cH:23][c:24]([N:27]=[C:28]=[O:29])[cH:25][cH:26]1>>[O:1]([CH2:2][c:3]1[cH:4][c:5]([CH2:6][CH:7]([C:8](=[O:9])[O:10][CH3:11])[C:12](=[O:13])[O:14][CH3:15])[cH:16][cH:17][c:18]1[O:19][CH3:20])[C:28]([NH:27][c:24]1[cH:23][cH:22][c:21]([CH3:30])[cH:26][cH:25]1)=[O:29]. Yields the product COC(=O)C(Cc1ccc(OC)c(COC(=O)Nc2ccc(C)cc2)c1)C(=O)OC. The reactants are N1(CCCCC1)C1=CC(=C(C=C1)NC(=O)C=1C=C(CSCCC(=O)OC(C)(C)C)C=CC1)C1=NC=NC(=C1)NCC1=CC(=CC=C1)C(F)(F)F (tert-butyl 3-((3-((4-(piperidin-1-yl)-2-(6-((3-(trifluoromethyl)benzyl)amino)pyrimidin-4-yl)phenyl)carbamoyl)benzyl)thio)propanoate), C(=O)(C(F)(F)F)O (TFA). The solvent is ClC(C)Cl (dichloroethane). Conditions: time 1 hour. Yields the product N1(CCCCC1)C1=CC(=C(C=C1)NC(=O)C=1C=C(CSCCC(=O)O)C=CC1)C1=NC=NC(=C1)NCC1=CC(=CC=C1)C(F)(F)F (3-((3-((4-(piperidin-1-yl)-2-(6-((3-(trifluoromethyl)benzyl)amino)-pyrimidin-4-yl)phenyl)carbamoyl)benzyl)thio)propanoic acid). As a reaction SMILES: [N:1]1([C:7]2[CH:12]=[CH:11][C:10]([NH:13][C:14]([C:16]3[CH:17]=[C:18]([CH:30]=[CH:31][CH:32]=3)[CH2:19][S:20][CH2:21][CH2:22][C:23]([O:25]C(C)(C)C)=[O:24])=[O:15])=[C:9]([C:33]3[CH:38]=[C:37]([NH:39][CH2:40][C:41]4[CH:46]=[CH:45][CH:44]=[C:43]([C:47]([F:50])([F:49])[F:48])[CH:42]=4)[N:36]=[CH:35][N:34]=3)[CH:8]=2)[CH2:6][CH2:5][CH2:4][CH2:3][CH2:2]1.C(O)(C(F)(F)F)=O>ClC(Cl)C>[N:1]1([C:7]2[CH:12]=[CH:11][C:10]([NH:13][C:14]([C:16]3[CH:17]=[C:18]([CH:30]=[CH:31][CH:32]=3)[CH2:19][S:20][CH2:21][CH2:22][C:23]([OH:25])=[O:24])=[O:15])=[C:9]([C:33]3[CH:38]=[C:37]([NH:39][CH2:40][C:41]4[CH:46]=[CH:45][CH:44]=[C:43]([C:47]([F:50])([F:49])[F:48])[CH:42]=4)[N:36]=[CH:35][N:34]=3)[CH:8]=2)[CH2:2][CH2:3][CH2:4][CH2:5][CH2:6]1. Procedure details: To a solution of tert-butyl 3-((3-((4-(piperidin-1-yl)-2-(6-((3-(trifluoromethyl)benzyl)amino)pyrimidin-4-yl)phenyl)carbamoyl)benzyl)thio)propanoate in 1 mL of dichloroethane was added 1 mL of TFA. The mixture was stirred 1 h, and then the solvent was evaporated. The residue was purified by chromatography on silica gel to give 100 mg of a yellow solid. 1H NMR (400 MHz, DMSO-d6) δ 8.82 (s, 1H), 7.82 (s, 1H), 7.78-7.60 (m, 4H), 7.59-7.50 (m, 4H), 7.45 (t, J=7.6 Hz, 1H), 7.34-7.15 (m, 2H), 6.97 (s,... Starting materials: N1(C=NC=C1)C[C@H](C1=CC=CC=C1)OC1=C(C=2CCCC(C2C=C1)=O)CS(=O)(=O)C1=CC=C(C(=O)O)C=C1 (4-{[(2-{[(1S)-2-(1H-imidazol-1-yl)-1-phenylethyl]oxy}-5-oxo-5,6,7,8-tetrahydro-1-naphthalenyl)methyl]sulfonyl}benzoic acid), NCCO (2-aminoethanol). Product: OCCNC(C1=CC=C(C=C1)S(=O)(=O)CC1=C(C=CC=2C(CCCC12)=O)O[C@H](CN1C=NC=C1)C1=CC=CC=C1)=O (N-(2-Hydroxyethyl)-4-{[(2-{[(1S)-2-(1H-imidazol-1-yl)-1-phenylethyl]oxy}-5-oxo-5,6,7,8-tetrahydro-1-naphthalenyl)methyl]sulfonyl}benzamide). Yield: 47.1%. RXN SMILES: [N:1]1([CH2:6][C@@H:7]([O:14][C:15]2[CH:24]=[CH:23][C:22]3[C:21](=[O:25])[CH2:20][CH2:19][CH2:18][C:17]=3[C:16]=2[CH2:26][S:27]([C:30]2[CH:38]=[CH:37][C:33]([C:34](O)=[O:35])=[CH:32][CH:31]=2)(=[O:29])=[O:28])[C:8]2[CH:13]=[CH:12][CH:11]=[CH:10][CH:9]=2)[CH:5]=[CH:4][N:3]=[CH:2]1.[NH2:39][CH2:40][CH2:41][OH:42]>>[OH:42][CH2:41][CH2:40][NH:39][C:34](=[O:35])[C:33]1[CH:32]=[CH:31][C:30]([S:27]([CH2:26][C:16]2[C:17]3[CH2:18][CH2:19][CH2:20][C:21](=[O:25])[C:22]=3[CH:23]=[CH:24][C:15]=2[O:14][C@@H:7]([C:8]2[CH:13]=[CH:12][CH:11]=[CH:10][CH:9]=2)[CH2:6][N:1]2[CH:5]=[CH:4][N:3]=[CH:2]2)(=[O:28])=[O:29])=[CH:38][CH:37]=1. Reported procedure: Using the method in Example 172, 4-{[(2-{[(1S)-2-(1H-imidazol-1-yl)-1-phenylethyl]oxy}-5-oxo-5,6,7,8-tetrahydro-1-naphthalenyl)methyl]sulfonyl}benzoic acid (53 mg, 0.10 mmol, 0.20M in DMF) and 2-aminoethanol (31 mg, 0.50 mmol, 1.0M in DMF) were combined to give 27 mg of the desired compound: Low resolution mass spectrum (LC-MS, APCI) m/z 574 [M+H]+. The reactants are CCCCCCCCCCOc1cnc(-c2ccc(Br)cc2)nc1, [Na+], C1CCOC1, [OH-], CC(O)CCCC=CB(O)O, OO. Product: CCCCCCCCCCOc1cnc(-c2ccc(C=CCCCC(C)O)cc2)nc1. Reaction SMILES: [CH2:1]([CH2:2][CH2:3][CH2:4][CH2:5][CH2:6][CH2:7][CH2:8][CH2:9][CH3:10])[O:11][c:12]1[cH:13][n:14][c:15](-[c:18]2[cH:19][cH:20][c:21]([Br:24])[cH:22][cH:23]2)[n:16][cH:17]1.[Na+:26].[O:40]1[CH2:41][CH2:42][CH2:43][CH2:44]1.[OH-:25].[OH:27][CH:28]([CH2:29][CH2:30][CH2:31][CH:32]=[CH:33][B:34]([OH:35])[OH:36])[CH3:37].[OH:38][OH:39]>>[CH2:1]([CH2:2][CH2:3][CH2:4][CH2:5][CH2:6][CH2:7][CH2:8][CH2:9][CH3:10])[O:11][c:12]1[cH:13][n:14][c:15](-[c:18]2[cH:19][cH:20][c:21]([CH:33]=[CH:32][CH2:31][CH2:30][CH2:29][CH:28]([OH:27])[CH3:37])[cH:22][cH:23]2)[n:16][cH:17]1. The reactants are Cl.C(#N)CSC(N)=N (S-cyanomethylisothiourea hydrochloride), C(C1=CC=CC=C1)(C1=CC=CC=C1)(C1=CC=CC=C1)NC=1SC=C(N1)/C(/C(=O)OCC)=N/OCCI (ethyl 2-(2-tritylaminothiazol-4-yl)-(Z)-2-(2-iodoethoxyimino)acetate), ice water, C[O-].[Na+] (sodium methylate). Run in CN(C=O)C (dimethylformamide), CN(C=O)C (dimethylformamide). Reaction conditions: temperature -35 celsius. The product is C(C1=CC=CC=C1)(C1=CC=CC=C1)(C1=CC=CC=C1)NC=1SC=C(N1)/C(/C(=O)OCC)=N/OCCSCC#N (ethyl 2-(2-tritylaminothiazol-4-yl)-(Z)-2-(2-cyanomethylthioethoxyimino)acetate). The yield is 88.7%. Reaction SMILES: Cl.[C:2]([CH2:4][S:5]C(=N)N)#[N:3].C[O-].[Na+].[C:12]([NH:31][C:32]1[S:33][CH:34]=[C:35](/[C:37](=[N:43]/[O:44][CH2:45][CH2:46]I)/[C:38]([O:40][CH2:41][CH3:42])=[O:39])[N:36]=1)([C:25]1[CH:30]=[CH:29][CH:28]=[CH:27][CH:26]=1)([C:19]1[CH:24]=[CH:23][CH:22]=[CH:21][CH:20]=1)[C:13]1[CH:18]=[CH:17][CH:16]=[CH:15][CH:14]=1>CN(C)C=O>[C:12]([NH:31][C:32]1[S:33][CH:34]=[C:35](/[C:37](=[N:43]/[O:44][CH2:45][CH2:46][S:5][CH2:4][C:2]#[N:3])/[C:38]([O:40][CH2:41][CH3:42])=[O:39])[N:36]=1)([C:25]1[CH:30]=[CH:29][CH:28]=[CH:27][CH:26]=1)([C:19]1[CH:24]=[CH:23][CH:22]=[CH:21][CH:20]=1)[C:13]1[CH:18]=[CH:17][CH:16]=[CH:15][CH:14]=1 |f:0.1,2.3|. Procedure: In 10 ml of dimethylformamide is suspended 0.976 g of S-cyanomethylisothiourea hydrochloride prepared according to the method described in Japanese Published Unexamined Patent Application No. 50-154279. Under cooling at -35° C. and stirring, 2.73 g of 28% (w/w) sodium methylate solution is added dropwise, after which the mixture is stirred at -40° C. to -35° C. for 10 minutes. Then, a solution of 3.94 g of ethyl 2-(2-tritylaminothiazol-4-yl)-(Z)-2-(2-iodoethoxyimino)acetate in 10 ml of dimethylf... Starting materials: NC=1C(=NON1)C(=N)NCC(C)C (4-amino-N-isobutyl-1,2,5-oxadiazole-3-carboxamidine), BrCC(C(=O)OCC)=O (ethyl bromopyruvate), C([O-])(O)=O.[Na+] (sodium bicarbonate). The solvent is CC(C)O (iPrOH). The product is NC=1C(=NON1)C=1N(C=C(N1)C(=O)OCC)CC(C)C (Ethyl 2-(4-amino-1,2,5-oxadiazol-3-yl)-1-isobutyl-1H-imidazole-4-carboxylate). Reaction SMILES: [NH2:1][C:2]1[C:3]([C:7]([NH:9][CH2:10][CH:11]([CH3:13])[CH3:12])=[NH:8])=[N:4][O:5][N:6]=1.Br[CH2:15][C:16](=O)[C:17]([O:19][CH2:20][CH3:21])=[O:18].C(=O)(O)[O-].[Na+]>CC(O)C>[NH2:1][C:2]1[C:3]([C:7]2[N:9]([CH2:10][CH:11]([CH3:13])[CH3:12])[CH:15]=[C:16]([C:17]([O:19][CH2:20][CH3:21])=[O:18])[N:8]=2)=[N:4][O:5][N:6]=1 |f:2.3|. Procedure: A mixture of 4-amino-N-isobutyl-1,2,5-oxadiazole-3-carboxamidine (18 mg, 0.1 mmol), ethyl bromopyruvate (28 μL, 0.2 mmol) and sodium bicarbonate (17 mg, 0.2 mmol) in iPrOH (1 mL) was microwaved for 20 minutes at 150° C. Crude reaction mixture was purified via preparative HPLC to afford the title compound as a white solid. MS 280.2 as M+1 peak. HPLC Method B Rt 3.5 min. 1HNMR (CDCl3) 7.65 (s, 1H); 5.65 (s, 2H); 5.32 (q, 2H); 4.2 (d, 2H); 2.1 (m, 1H); 1.35 (t, 3H); 0.91 (d, 6H). Starting materials: COC(CC(CCCC)=O)=O (3-oxo-heptanoic acid methylester), N (ammonia). Conditions: temperature 90 celsius. Procedure: 0.4 mol (63.7 ml) 3-oxo-heptanoic acid methylester and 400 ml 7 N ammonia solution was stirred for three hours at 100° C. in a pressure reactor. After cooling off, the solvents were distilled off on a rotavap, the raw products were taken up in 200 ml water and 40 ml ethanol and set to about pH 3 with 40 ml 32% HCl. The reaction mixture was heated to 90° C. for 4 hours and then again concentrated to dryness in the rotavap, taken up in 600 ml dichloromethane and washed 3 times with 100 ml water. T... Yields the product O=C(CC(=O)N)CCCC (3-oxoheptaneamide). Reaction SMILES: C[O:2][C:3](=O)[CH2:4][C:5](=[O:10])[CH2:6][CH2:7][CH2:8][CH3:9].[NH3:12]>>[O:10]=[C:5]([CH2:6][CH2:7][CH2:8][CH3:9])[CH2:4][C:3]([NH2:12])=[O:2].